From a dataset of the Open Reaction Database (ORD), a public repository of structured organic reaction records. describe an organic reaction: reactants, conditions, products, and yield Reactants: Cl.NC1=CC=C(C(=O)NC2=CC=C(C=C2)NC2=NC(=NC(=C2)C)N)C=C1 (4-Amino-N-[4-(2-amino-6-methylpyrimidin-4-ylamino)phenyl]benzamide hydrochloride), O=[O+][O-] (O3), Cl (HCl), ClC1=CC=NC2=CC=C(C=C12)N(C)C (4-chloro-6-dimethylaminoquinoline), solid. Run in CCO (EtOH), O (H2O). Yields the product Cl.NC1=NC(=CC(=N1)NC1=CC=C(C=C1)NC(C1=CC=C(C=C1)NC1=CC=NC2=CC=C(C=C12)N(C)C)=O)C (N-[4-(2-Amino-6-Methylpyrimidin-4-Ylamino)Phenyl]-4-(6-(Dimethylamino)Quinolin-4-Ylamino)Benzamide Hydrochloride). As a reaction SMILES: Cl.[NH2:2][C:3]1[CH:26]=[CH:25][C:6]([C:7]([NH:9][C:10]2[CH:15]=[CH:14][C:13]([NH:16][C:17]3[CH:22]=[C:21]([CH3:23])[N:20]=[C:19]([NH2:24])[N:18]=3)=[CH:12][CH:11]=2)=[O:8])=[CH:5][CH:4]=1.Cl.[Cl:28][C:29]1[C:38]2[C:33](=[CH:34][CH:35]=[C:36]([N:39]([CH3:41])[CH3:40])[CH:37]=2)[N:32]=[CH:31][CH:30]=1.O=[O+][O-]>O.CCO>[ClH:28].[NH2:24][C:19]1[N:18]=[C:17]([NH:16][C:13]2[CH:12]=[CH:11][C:10]([NH:9][C:7](=[O:8])[C:6]3[CH:25]=[CH:26][C:3]([NH:2][C:29]4[C:38]5[C:33](=[CH:34][CH:35]=[C:36]([N:39]([CH3:41])[CH3:40])[CH:37]=5)[N:32]=[CH:31][CH:30]=4)=[CH:4][CH:5]=3)=[CH:15][CH:14]=2)[CH:22]=[C:21]([CH3:23])[N:20]=1 |f:0.1,7.8|. Reported procedure: To a solution of amide E5 (228 mg, 0.62 mmol) in 1:2 EtOH:H2O (20 mL) were sequentially added c.HCl (0.17 mL, 5.61 mmol) and 4-chloro-6-dimethylaminoquinoline (O3) (140 mg, 0.68 mmol), and the resulting mixture was refluxed for ˜12 h. MS and TLC analysis (eluting with the top phase of a 5:4:1 mixture of n-BuOH:H2O:AcOH) after this time showed some starting material still present in the reaction mixture, thus more O3 (140 mg, 0.68 mmol) was added. After a further few hours refluxing, TLC showed t... Reactants: C1(=CC=CC=C1)C(C#N)=CC (2-phenyl-2-butenonitrile), C(Cl)(Cl)Cl (chloroform), ice water, [OH-].[Na+] (sodium hydroxide). The reagents and catalysts are [Cl-].C(C)[N+](CC1=CC=CC=C1)(CC)CC (triethylbenzylammonium chloride). Product: ClC1(C(C1C)(C#N)C1=CC=CC=C1)Cl (2,2-dichloro-3-methyl-1-phenylcyclopropanecarbonitrile). The yield is 32.9%. Reaction SMILES: [C:1]1([C:7](=[CH:10][CH3:11])[C:8]#[N:9])[CH:6]=[CH:5][CH:4]=[CH:3][CH:2]=1.[OH-].[Na+].[CH:14]([Cl:17])(Cl)[Cl:15]>[Cl-].C([N+](CC)(CC)CC1C=CC=CC=1)C>[Cl:15][C:14]1([Cl:17])[CH:10]([CH3:11])[C:7]1([C:1]1[CH:6]=[CH:5][CH:4]=[CH:3][CH:2]=1)[C:8]#[N:9] |f:1.2,4.5|. Reported procedure: A three-neck flask was charged with a mixture of 20 g (0.14 mol) of 2-phenyl-2-butenonitrile, 200 g of chloroform and 2 g of triethylbenzylammonium chloride, and the mixture was stirred. To the mixture were dropwise added 100 g of a 50% sodium hydroxide solution under cooling with ice. The reaction mixture was further stirred at room temperature for 15 hours, then poured into ice water, and the organic phase was separated. The aqueous phase was extracted with hexane. The organic phase fractions ... RXN SMILES: [CH2:23]([N:24]([CH:25]([CH3:26])[CH3:27])[CH:28]([CH3:29])[CH3:30])[CH3:31].[CH3:35][CH2:36][O:37][C:38]([CH3:39])=[O:40].[Cl:1][c:2]1[c:3]([C:4](=[O:5])[Cl:6])[cH:7][cH:8][c:9]([Cl:11])[n:10]1.[Cl:32][CH2:33][Cl:34].[NH2:12][C:13]12[CH2:14][CH:15]3[CH2:16][CH:17]([CH2:18][CH:19]([CH2:20]1)[CH2:21]3)[CH2:22]2>>[Cl:1][c:2]1[c:3]([C:4](=[O:5])[NH:12][C:13]23[CH2:14][CH:15]4[CH2:16][CH:17]([CH2:18][CH:19]([CH2:20]2)[CH2:21]4)[CH2:22]3)[cH:7][cH:8][c:9]([Cl:11])[n:10]1. Starting materials: CCN(C(C)C)C(C)C, CCOC(C)=O, O=C(Cl)c1ccc(Cl)nc1Cl, ClCCl, NC12CC3CC(CC(C3)C1)C2. Product: O=C(NC12CC3CC(CC(C3)C1)C2)c1ccc(Cl)nc1Cl. The product is Cl.Cl.C1(=CC=CC=C1)C(N1CCN(CC1)CCOCCOC=1C(=CC=2N(N1)N=CN2)C(C)(C)C)C2=CC=CC=C2 (6-[2-[2-[4-(diphenylmethyl)piperazino] ethoxy]ethoxy]-7-t-butyl[1,2,4]triazolo(1,5-b]pyridazine dihydrochloride). Solvent: O1CCCC1 (tetrahydrofuran). Reported procedure: 150 mg of 60% sodium hydride was suspended in 20 ml of tetrahydrofuran; 1.05 g of 4-(diphenylmethyl)-1-[2-(2-hydroxyethoxy)ethyl]piperazine in oil was added, followed by heating and refluxing for 1 hour. After cooling, 650 mg of 6-chloro-7-t-butyl[1,2,4]triazolo[1,5-b]pyridazine was added, followed by heating and refluxing for 2 hours. After cooling, ice water was added, followed by extraction with ethyl acetate; the extract was washed with saturated saline and dried with magnesium sulfate. Afte... Reactants: [H-].[Na+] (sodium hydride), ice water, C1(=CC=CC=C1)C(N1CCN(CC1)CCOCCO)C1=CC=CC=C1 (4-(diphenylmethyl)-1-[2-(2-hydroxyethoxy)ethyl]piperazine), ClC=1C(=CC=2N(N1)N=CN2)C(C)(C)C (6-chloro-7-t-butyl[1,2,4]triazolo[1,5-b]pyridazine). Yield: 171.0%. Reaction SMILES: [H-].[Na+].[C:3]1([CH:9]([C:22]2[CH:27]=[CH:26][CH:25]=[CH:24][CH:23]=2)[N:10]2[CH2:15][CH2:14][N:13]([CH2:16][CH2:17][O:18][CH2:19][CH2:20][OH:21])[CH2:12][CH2:11]2)[CH:8]=[CH:7][CH:6]=[CH:5][CH:4]=1.[Cl:28][C:29]1[C:30]([C:38]([CH3:41])([CH3:40])[CH3:39])=[CH:31][C:32]2[N:33]([N:35]=[CH:36][N:37]=2)[N:34]=1>O1CCCC1>[ClH:28].[ClH:28].[C:22]1([CH:9]([C:3]2[CH:4]=[CH:5][CH:6]=[CH:7][CH:8]=2)[N:10]2[CH2:11][CH2:12][N:13]([CH2:16][CH2:17][O:18][CH2:19][CH2:20][O:21][C:29]3[C:30]([C:38]([CH3:41])([CH3:40])[CH3:39])=[CH:31][C:32]4[N:33]([N:35]=[CH:36][N:37]=4)[N:34]=3)[CH2:14][CH2:15]2)[CH:23]=[CH:24][CH:25]=[CH:26][CH:27]=1 |f:0.1,5.6.7|. Reaction SMILES: [CH3:1][O:2][C:3]([c:4]1[cH:5][c:6]([O:25][CH2:26][CH2:27][CH2:28][CH2:29][CH2:30][CH2:31][CH2:32][CH2:33][CH2:34][CH2:35][CH2:36][CH2:37][CH2:38][CH3:39])[c:7]([O:10][CH2:11][CH2:12][CH2:13][CH2:14][CH2:15][CH2:16][CH2:17][CH2:18][CH2:19][CH2:20][CH2:21][CH2:22][CH2:23][CH3:24])[cH:8][cH:9]1)=[O:40].[CH3:43][OH:44].[Na+:42].[O:45]1[CH2:46][CH2:47][O:48][CH2:49][CH2:50]1.[OH-:41]>>[O:2]=[C:3]([c:4]1[cH:5][c:6]([O:25][CH2:26][CH2:27][CH2:28][CH2:29][CH2:30][CH2:31][CH2:32][CH2:33][CH2:34][CH2:35][CH2:36][CH2:37][CH2:38][CH3:39])[c:7]([O:10][CH2:11][CH2:12][CH2:13][CH2:14][CH2:15][CH2:16][CH2:17][CH2:18][CH2:19][CH2:20][CH2:21][CH2:22][CH2:23][CH3:24])[cH:8][cH:9]1)[OH:40]. The product is CCCCCCCCCCCCCCOc1ccc(C(=O)O)cc1OCCCCCCCCCCCCCC. Reactants: CCCCCCCCCCCCCCOc1ccc(C(=O)OC)cc1OCCCCCCCCCCCCCC, CO, [Na+], C1COCCO1, [OH-]. Yield: 68.0%. Reaction SMILES: [F:1][C:2]1[CH:22]=[C:21]([C:23]#[C:24][Si](C)(C)C)[CH:20]=[CH:19][C:3]=1[NH:4][C:5]1[C:6]([C:12]([NH:14][CH2:15][CH2:16][CH2:17][OH:18])=[O:13])=[CH:7][NH:8][C:9](=[O:11])[CH:10]=1.C([O-])([O-])=O.[K+].[K+]>CO.C1COCC1>[C:23]([C:21]1[CH:20]=[CH:19][C:3]([NH:4][C:5]2[C:6]([C:12]([NH:14][CH2:15][CH2:16][CH2:17][OH:18])=[O:13])=[CH:7][NH:8][C:9](=[O:11])[CH:10]=2)=[C:2]([F:1])[CH:22]=1)#[CH:24] |f:1.2.3,4.5|. Reactants: FC1=C(NC=2C(=CNC(C2)=O)C(=O)NCCCO)C=CC(=C1)C#C[Si](C)(C)C (4-{2-Fluoro-4-[(trimethylsilyl)ethynyl]anilino}-N-(3-hydroxypropyl)-6-oxo-1,6-dihydro-3-pyridinecarboxamide), C(=O)([O-])[O-].[K+].[K+] (K2CO3). Yields the product C(#C)C1=CC(=C(NC=2C(=CNC(C2)=O)C(=O)NCCCO)C=C1)F (4-(4-ethynyl-2-fluoroanilino)-N-(3-hydroxypropyl)-6-oxo-1,6-dihydro-3-pyridinecarboxamide). Reported procedure: 4-{2-Fluoro-4-[(trimethylsilyl)ethynyl]anilino}-N-(3-hydroxypropyl)-6-oxo-1,6-dihydro-3-pyridinecarboxamide was reacted with K2CO3 in MeOH/THF as for example 12, step B. The resulting crude product was purified by column chromatography on silica gel (10% MeOH/CH2Cl2 as eluant) to give 4-(4-ethynyl-2-fluoroanilino)-N-(3-hydroxypropyl)-6-oxo-1,6-dihydro-3-pyridinecarboxamide as a pale yellow solid (68%), m.p. (EtOAc/MeOH) 249-252° C. 1H NMR [(CD3)2SO, 400 MHz] δ 11.42 (br s, 1H), 10.44 (s, 1H), 8.... Solvent: CO.C1CCOC1 (MeOH THF). As a reaction SMILES: [Cl:1][c:2]1[n:3][c:4]([NH:12][c:13]2[n:14][nH:15][cH:16][cH:17]2)[cH:5][c:6]2[cH:7][cH:8][cH:9][cH:10][c:11]12.[F:18][C:19]([c:20]1[cH:21][cH:22][c:23]([B:26]([OH:27])[OH:28])[cH:24][cH:25]1)([F:29])[F:30]>>[c:2]1(-[c:23]2[cH:22][cH:21][c:20]([C:19]([F:18])([F:29])[F:30])[cH:25][cH:24]2)[n:3][c:4]([NH:12][c:13]2[n:14][nH:15][cH:16][cH:17]2)[cH:5][c:6]2[cH:7][cH:8][cH:9][cH:10][c:11]12. Product: FC(F)(F)c1ccc(-c2nc(Nc3cc[nH]n3)cc3ccccc23)cc1. Reactants: Clc1nc(Nc2cc[nH]n2)cc2ccccc12, OB(O)c1ccc(C(F)(F)F)cc1.